This data is from the Open Reaction Database (ORD), a public repository of structured organic reaction records. The task is: describe an organic reaction: reactants, conditions, products, and yield Reactants: CO, Cl, [Fe], COc1ccc(-c2cc(N)c([N+](=O)[O-])c(C#N)n2)cc1C(F)(F)F, O. The product is COc1ccc(-c2cc(N)c(N)c(C#N)n2)cc1C(F)(F)F. Reaction SMILES: [CH3:27][OH:28].[ClH:25].[Fe:29].[NH2:1][c:2]1[c:3]([N+:22]([O-:23])=[O:24])[c:4]([C:20]#[N:21])[n:5][c:6](-[c:8]2[cH:9][c:10]([C:16]([F:17])([F:18])[F:19])[c:11]([O:14][CH3:15])[cH:12][cH:13]2)[cH:7]1.[OH2:26]>>[NH2:1][c:2]1[c:3]([NH2:22])[c:4]([C:20]#[N:21])[n:5][c:6](-[c:8]2[cH:9][c:10]([C:16]([F:17])([F:18])[F:19])[c:11]([O:14][CH3:15])[cH:12][cH:13]2)[cH:7]1. Starting materials: CCC1Oc2ccccc2NC1=S, CO, N. Yields the product CCC1Oc2ccccc2N=C1N. As a reaction SMILES: [CH2:1]([CH3:2])[CH:3]1[O:4][c:5]2[c:6]([cH:10][cH:11][cH:12][cH:13]2)[NH:7][C:8]1=[S:9].[CH3:15][OH:16].[NH3:14]>>[CH2:1]([CH3:2])[CH:3]1[O:4][c:5]2[c:6]([cH:10][cH:11][cH:12][cH:13]2)[N:7]=[C:8]1[NH2:14]. Starting materials: CCOC(C)=O, COCCOC, CC(C)CC(C(=O)OCC1CC1)c1cc(Cl)c(I)c(OCC2CC2)c1, OB(O)c1ccc(C(F)(F)F)cc1, O. The product is CC(C)CC(C(=O)OCC1CC1)c1cc(Cl)c(-c2ccc(C(F)(F)F)cc2)c(OCC2CC2)c1. RXN SMILES: [CH3:40][CH2:41][O:42][C:43]([CH3:44])=[O:45].[CH3:46][O:47][CH2:48][CH2:49][O:50][CH3:51].[CH:1]1([CH2:4][O:5][C:6]([CH:7]([CH2:8][CH:9]([CH3:10])[CH3:11])[c:12]2[cH:13][c:14]([Cl:24])[c:15]([I:23])[c:16]([O:18][CH2:19][CH:20]3[CH2:21][CH2:22]3)[cH:17]2)=[O:25])[CH2:2][CH2:3]1.[F:26][C:27]([c:28]1[cH:29][cH:30][c:31]([B:34]([OH:35])[OH:36])[cH:32][cH:33]1)([F:37])[F:38].[OH2:39]>>[CH:1]1([CH2:4][O:5][C:6]([CH:7]([CH2:8][CH:9]([CH3:10])[CH3:11])[c:12]2[cH:13][c:14]([Cl:24])[c:15](-[c:31]3[cH:30][cH:29][c:28]([C:27]([F:26])([F:37])[F:38])[cH:33][cH:32]3)[c:16]([O:18][CH2:19][CH:20]3[CH2:21][CH2:22]3)[cH:17]2)=[O:25])[CH2:2][CH2:3]1. Starting materials: C[P+](C)(C)CC#N, CCC#N, CC1CN(c2ccc(C#N)cc2)CCN1, CS(C)=O, CCN(C(C)C)C(C)C, Cl, [I-], O=C1Nc2cc(CO)cnc2N2CCSCC12. The product is CC1CN(c2ccc(C#N)cc2)CCN1Cc1cnc2c(c1)NC(=O)C1CSCCN21. As a reaction SMILES: [C:19]([CH2:20][P+:21]([CH3:22])([CH3:23])[CH3:24])#[N:25].[C:51](#[N:52])[CH2:53][CH3:54].[CH3:36][CH:37]1[CH2:38][N:39]([c:43]2[cH:44][cH:45][c:46]([C:47]#[N:48])[cH:49][cH:50]2)[CH2:40][CH2:41][NH:42]1.[CH3:55][S:56]([CH3:57])=[O:58].[CH:26]([N:27]([CH2:28][CH3:29])[CH:30]([CH3:31])[CH3:32])([CH3:33])[CH3:34].[ClH:35].[I-:18].[OH:1][CH2:2][c:3]1[cH:4][c:5]2[c:10]([n:11][cH:12]1)[N:9]1[CH:8]([C:7](=[O:17])[NH:6]2)[CH2:16][S:15][CH2:14][CH2:13]1>>[CH2:2]([c:3]1[cH:4][c:5]2[c:10]([n:11][cH:12]1)[N:9]1[CH:8]([C:7](=[O:17])[NH:6]2)[CH2:16][S:15][CH2:14][CH2:13]1)[N:42]1[CH:37]([CH3:36])[CH2:38][N:39]([c:43]2[cH:44][cH:45][c:46]([C:47]#[N:48])[cH:49][cH:50]2)[CH2:40][CH2:41]1. The reactants are Cc1ccccc1, O=C(Cl)c1cc(Oc2ccc(C(F)(F)F)cc2Cl)ccc1[N+](=O)[O-], Cl, Nc1ccccc1. Yields the product O=C(Nc1ccccc1)c1cc(Oc2ccc(C(F)(F)F)cc2Cl)ccc1[N+](=O)[O-]. Reaction SMILES: [CH3:33][c:34]1[cH:35][cH:36][cH:37][cH:38][cH:39]1.[Cl:1][c:2]1[c:3]([O:4][c:5]2[cH:6][cH:7][c:8]([N+:14](=[O:15])[O-:16])[c:9]([C:10](=[O:11])[Cl:12])[cH:13]2)[cH:17][cH:18][c:19]([C:21]([F:22])([F:23])[F:24])[cH:20]1.[ClH:32].[NH2:25][c:26]1[cH:27][cH:28][cH:29][cH:30][cH:31]1>>[Cl:1][c:2]1[c:3]([O:4][c:5]2[cH:6][cH:7][c:8]([N+:14](=[O:15])[O-:16])[c:9]([C:10](=[O:11])[NH:25][c:26]3[cH:27][cH:28][cH:29][cH:30][cH:31]3)[cH:13]2)[cH:17][cH:18][c:19]([C:21]([F:22])([F:23])[F:24])[cH:20]1. Starting materials: CO, [K+], [OH-], CCOC(=O)c1cn(-c2nc(NC3CCCC3)c3ncn(C4OC(CO)C(O)C4O)c3n2)nn1. Product: O=C(O)c1cn(-c2nc(NC3CCCC3)c3ncn(C4OC(CO)C(O)C4O)c3n2)nn1. RXN SMILES: [CH3:37][OH:38].[K+:36].[OH-:35].[OH:1][CH:2]1[CH:3]([n:10]2[c:11]3[n:12][c:13](-[n:25]4[n:26][n:27][c:28]([C:30](=[O:31])[O:32][CH2:33][CH3:34])[cH:29]4)[n:14][c:15]([NH:19][CH:20]4[CH2:21][CH2:22][CH2:23][CH2:24]4)[c:16]3[n:17][cH:18]2)[O:4][CH:5]([CH2:8][OH:9])[CH:6]1[OH:7]>>[OH:1][CH:2]1[CH:3]([n:10]2[c:11]3[n:12][c:13](-[n:25]4[n:26][n:27][c:28]([C:30](=[O:31])[OH:32])[cH:29]4)[n:14][c:15]([NH:19][CH:20]4[CH2:21][CH2:22][CH2:23][CH2:24]4)[c:16]3[n:17][cH:18]2)[O:4][CH:5]([CH2:8][OH:9])[CH:6]1[OH:7]. Starting materials: CCO, O=Cc1cc(OCCCNC(=O)NC2CCCCC2)ccc1[N+](=O)[O-], Cl, [Na], CCOP(=O)(OCC)C1NC(=O)NC1=O. Yields the product O=C1NC(=O)C(=Cc2cc(OCCCNC(=O)NC3CCCCC3)ccc2[N+](=O)[O-])N1. RXN SMILES: [CH3:43][CH2:44][OH:45].[CH:17]1([NH:23][C:24](=[O:25])[NH:26][CH2:27][CH2:28][CH2:29][O:30][c:31]2[cH:32][c:33]([CH:40]=[O:41])[c:34]([N+:37](=[O:38])[O-:39])[cH:35][cH:36]2)[CH2:18][CH2:19][CH2:20][CH2:21][CH2:22]1.[ClH:42].[Na:1].[O:2]=[C:3]1[NH:4][CH:5]([P:9]([O:10][CH2:11][CH3:12])(=[O:13])[O:14][CH2:15][CH3:16])[C:6](=[O:8])[NH:7]1>>[O:2]=[C:3]1[NH:4][C:5](=[CH:40][c:33]2[cH:32][c:31]([O:30][CH2:29][CH2:28][CH2:27][NH:26][C:24]([NH:23][CH:17]3[CH2:18][CH2:19][CH2:20][CH2:21][CH2:22]3)=[O:25])[cH:36][cH:35][c:34]2[N+:37](=[O:38])[O-:39])[C:6](=[O:8])[NH:7]1.